Dataset: the Open Reaction Database (ORD), a public repository of structured organic reaction records. Task: describe an organic reaction: reactants, conditions, products, and yield As a reaction SMILES: [CH3:1][N:2]([CH3:3])[CH2:4][C:5]1([c:11]2[cH:12][cH:13][c:14]([OH:17])[cH:15][cH:16]2)[CH2:6][CH2:7][O:8][CH2:9][CH2:10]1.[Cl:18][CH2:19][CH2:20][CH2:21][N:22]([CH3:23])[CH:24]([CH3:25])[CH3:26].[K+:27].[K+:28].[O-:29][C:30]([O-:31])=[O:32].[O:33]=[CH:34][N:35]([CH3:36])[CH3:37]>>[CH3:1][N:2]([CH3:3])[CH2:4][C:5]1([c:11]2[cH:12][cH:13][c:14]([O:17][CH2:19][CH2:20][CH2:21][N:22]([CH3:23])[CH:24]([CH3:25])[CH3:26])[cH:15][cH:16]2)[CH2:6][CH2:7][O:8][CH2:9][CH2:10]1. Starting materials: CN(C)CC1(c2ccc(O)cc2)CCOCC1, CC(C)N(C)CCCCl, [K+], [K+], O=C([O-])[O-], CN(C)C=O. Product: CC(C)N(C)CCCOc1ccc(C2(CN(C)C)CCOCC2)cc1.